From a dataset of the Open Reaction Database (ORD), a public repository of structured organic reaction records. describe an organic reaction: reactants, conditions, products, and yield Reactants: C(CCCCCCCCCCCCCCCCC)OC(C(CC1=CC=C(C=C1)[N+](=O)[O-])NC(=O)OCC1=CC=CC=C1)=O (2-Benzyloxycarbonylamino-3-(4-nitro-phenyl)-propionic acid Stearyl Ester). Reagents/catalysts: [C].[Pd] (Palladium carbon). The solvent is C(C)(=O)OCC (ethyl acetate). Run at temperature 50 celsius, time 12 hour. The product is C(CCCCCCCCCCCCCCCCC)OC(C(CC1=CC=C(C=C1)N)N)=O (2-amino-3-(4-amino -phenyl)-propionic acid octadecyl ester). Yield: 64.2%. RXN SMILES: [CH2:1]([O:19][C:20](=[O:43])[CH:21]([NH:32]C(OCC1C=CC=CC=1)=O)[CH2:22][C:23]1[CH:28]=[CH:27][C:26]([N+:29]([O-])=O)=[CH:25][CH:24]=1)[CH2:2][CH2:3][CH2:4][CH2:5][CH2:6][CH2:7][CH2:8][CH2:9][CH2:10][CH2:11][CH2:12][CH2:13][CH2:14][CH2:15][CH2:16][CH2:17][CH3:18]>C(OCC)(=O)C.[C].[Pd]>[CH2:1]([O:19][C:20](=[O:43])[CH:21]([NH2:32])[CH2:22][C:23]1[CH:28]=[CH:27][C:26]([NH2:29])=[CH:25][CH:24]=1)[CH2:2][CH2:3][CH2:4][CH2:5][CH2:6][CH2:7][CH2:8][CH2:9][CH2:10][CH2:11][CH2:12][CH2:13][CH2:14][CH2:15][CH2:16][CH2:17][CH3:18] |f:2.3|. Procedure: 2-Benzyloxycarbonylamino-3-(4-nitro-phenyl)-propionic acid Stearyl Ester (430 g) was dissolved in ethyl acetate (2500 ml) in a pressure vessel. 10% Palladium carbon (58 g, 50% wet) was added and the reaction mixture was stirred under an atmosphere of Hydrogen (10 Kg) at 50° C. for 12 hours. The reaction mixture was brought to 20° C. and the catalyst was removed by filtration. The solvent was distilled off and the resulting diamine was precipitated by adding hexane. It was filtered and dried to y... Starting materials: OC1=CC=C(C=C1)CCCN1C=NC=C1 (1-[3-(4-hydroxyphenyl)propyl]imidazole), ClCC=1N=C(OC1)C1=CC=C(C=C1)C#N (4-chloromethyl-2-(4-cyanophenyl) oxazole). The product is C(#N)C1=CC=C(C=C1)C=1OC=C(N1)COC1=CC=C(C=C1)CCCN1C=NC=C1 (2-(4-cyanophenyl)-4-[4-[3-(1-imidazolyl)propyl]phenoxymethyl]oxazole). The yield is 72.0%. RXN SMILES: [OH:1][C:2]1[CH:7]=[CH:6][C:5]([CH2:8][CH2:9][CH2:10][N:11]2[CH:15]=[CH:14][N:13]=[CH:12]2)=[CH:4][CH:3]=1.Cl[CH2:17][C:18]1[N:19]=[C:20]([C:23]2[CH:28]=[CH:27][C:26]([C:29]#[N:30])=[CH:25][CH:24]=2)[O:21][CH:22]=1>>[C:29]([C:26]1[CH:25]=[CH:24][C:23]([C:20]2[O:21][CH:22]=[C:18]([CH2:17][O:1][C:2]3[CH:7]=[CH:6][C:5]([CH2:8][CH2:9][CH2:10][N:11]4[CH:15]=[CH:14][N:13]=[CH:12]4)=[CH:4][CH:3]=3)[N:19]=2)=[CH:28][CH:27]=1)#[N:30]. Procedure: In substantially the same manner as in Working Example 48, 1-[3-(4-hydroxyphenyl)propyl]imidazole was allowed to react with 4-chloromethyl-2-(4-cyanophenyl) oxazole to give 2-(4-cyanophenyl)-4-[4-[3-(1-imidazolyl)propyl]phenoxymethyl]oxazole. The yield was 72%. Recrystallization from ethyl acetate-hexane gave colorless prisms, mp 98-99° C. Reactants: CC(=O)[O-], CC(=O)O, COc1ccc(C=O)cc1F, C[N+](=O)[O-], [NH4+], O. The product is COc1ccc(C=C[N+](=O)[O-])cc1F. Reaction SMILES: [CH3:17][C:18](=[O:19])[O-:20].[CH3:22][C:23](=[O:24])[OH:25].[F:1][c:2]1[cH:3][c:4]([CH:5]=[O:6])[cH:7][cH:8][c:9]1[O:10][CH3:11].[N+:12](=[O:13])([O-:14])[CH3:15].[NH4+:16].[OH2:21]>>[F:1][c:2]1[cH:3][c:4]([CH:5]=[CH:15][N+:12](=[O:13])[O-:14])[cH:7][cH:8][c:9]1[O:10][CH3:11]. The reactants are CC1NC(C(OCc2ccccc2)C(Cc2cc(F)cc(F)c2)N(Cc2ccccc2)Cc2ccccc2)COC1=O, CC(C)C[Al+]CC(C)C, Cc1ccccc1, [H-]. Product: CC1NC(C(OCc2ccccc2)C(Cc2cc(F)cc(F)c2)N(Cc2ccccc2)Cc2ccccc2)COC1O. As a reaction SMILES: [CH2:11]([c:12]1[cH:13][cH:14][cH:15][cH:16][cH:17]1)[O:18][CH:19]([CH:20]([CH2:21][c:22]1[cH:23][c:24]([F:29])[cH:25][c:26]([F:28])[cH:27]1)[N:30]([CH2:31][c:32]1[cH:33][cH:34][cH:35][cH:36][cH:37]1)[CH2:38][c:39]1[cH:40][cH:41][cH:42][cH:43][cH:44]1)[CH:45]1[NH:46][CH:47]([CH3:52])[C:48](=[O:51])[O:49][CH2:50]1.[CH2:2]([Al+:3][CH2:4][CH:5]([CH3:6])[CH3:7])[CH:8]([CH3:9])[CH3:10].[CH3:53][c:54]1[cH:55][cH:56][cH:57][cH:58][cH:59]1.[H-:1]>>[CH2:11]([c:12]1[cH:13][cH:14][cH:15][cH:16][cH:17]1)[O:18][CH:19]([CH:20]([CH2:21][c:22]1[cH:23][c:24]([F:29])[cH:25][c:26]([F:28])[cH:27]1)[N:30]([CH2:31][c:32]1[cH:33][cH:34][cH:35][cH:36][cH:37]1)[CH2:38][c:39]1[cH:40][cH:41][cH:42][cH:43][cH:44]1)[CH:45]1[NH:46][CH:47]([CH3:52])[CH:48]([OH:51])[O:49][CH2:50]1.